This data is from the Open Reaction Database (ORD), a public repository of structured organic reaction records. The task is: describe an organic reaction: reactants, conditions, products, and yield Reactants: CO, CCN, O=[N+]([O-])c1ccc(S(=O)(=O)Cl)cc1, O. Product: CCNS(=O)(=O)c1ccc([N+](=O)[O-])cc1. As a reaction SMILES: [CH3:18][OH:19].[CH3:1][CH2:2][NH2:3].[N+:4](=[O:5])([O-:6])[c:7]1[cH:8][cH:9][c:10]([S:13](=[O:14])(=[O:15])[Cl:16])[cH:11][cH:12]1.[OH2:17]>>[CH3:1][CH2:2][NH:3][S:13]([c:10]1[cH:9][cH:8][c:7]([N+:4](=[O:5])[O-:6])[cH:12][cH:11]1)(=[O:14])=[O:15]. RXN SMILES: [C:1]([CH2:2][CH2:3][CH2:4][CH2:5][CH2:6][CH2:7][CH2:8][CH:9]=[CH:10][CH2:11][CH:12]=[CH:13][CH2:14][CH2:15][CH2:16][CH2:17][CH3:18])(=[O:19])[O:20][CH2:21][CH2:22][CH2:23][CH2:24][CH2:25][CH2:26][CH2:27][CH2:28][CH2:29][CH2:30][CH2:31][CH2:32][CH2:33][CH2:34][CH2:35][CH2:36][CH2:37][CH2:38][CH2:39][CH2:40][CH2:41][CH2:42][CH2:43][CH2:44][CH2:45][CH2:46][C:47](=[O:48])[OH:49].[CH:82]([N:83]=[C:84]=[N:85][CH:86]([CH3:87])[CH3:88])([CH3:89])[CH3:90].[CH:91]([Cl:92])([Cl:93])[Cl:94].[OH:50][n:51]1[c:52]2[cH:53][cH:54][cH:55][cH:56][c:57]2[n:58][n:59]1.[OH:60][CH2:61][CH:62]([NH2:63])[CH:64]([OH:65])[CH:66]([OH:67])[CH2:68][CH2:69][CH2:70][CH2:71][CH2:72][CH2:73][CH2:74][CH2:75][CH2:76][CH2:77][CH2:78][CH2:79][CH2:80][CH3:81]>>[C:1]([CH2:2][CH2:3][CH2:4][CH2:5][CH2:6][CH2:7][CH2:8][CH:9]=[CH:10][CH2:11][CH:12]=[CH:13][CH2:14][CH2:15][CH2:16][CH2:17][CH3:18])(=[O:19])[O:20][CH2:21][CH2:22][CH2:23][CH2:24][CH2:25][CH2:26][CH2:27][CH2:28][CH2:29][CH2:30][CH2:31][CH2:32][CH2:33][CH2:34][CH2:35][CH2:36][CH2:37][CH2:38][CH2:39][CH2:40][CH2:41][CH2:42][CH2:43][CH2:44][CH2:45][CH2:46][C:47](=[O:49])[NH:63][CH:62]([CH2:61][OH:60])[CH:64]([OH:65])[CH:66]([OH:67])[CH2:68][CH2:69][CH2:70][CH2:71][CH2:72][CH2:73][CH2:74][CH2:75][CH2:76][CH2:77][CH2:78][CH2:79][CH2:80][CH3:81]. Yields the product CCCCCC=CCC=CCCCCCCCC(=O)OCCCCCCCCCCCCCCCCCCCCCCCCCCC(=O)NC(CO)C(O)C(O)CCCCCCCCCCCCCC. Starting materials: CCCCCC=CCC=CCCCCCCCC(=O)OCCCCCCCCCCCCCCCCCCCCCCCCCCC(=O)O, CC(C)N=C=NC(C)C, ClC(Cl)Cl, On1nnc2ccccc21, CCCCCCCCCCCCCCC(O)C(O)C(N)CO. The reactants are O=C1CCC(=O)N1Br, ClCCl, Cc1cc(CCCO)ccc1F, c1ccc(P(c2ccccc2)c2ccccc2)cc1. Product: Cc1cc(CCCBr)ccc1F. Reaction SMILES: [Br:32][N:33]1[C:34](=[O:35])[CH2:36][CH2:37][C:38]1=[O:39].[CH2:40]([Cl:41])[Cl:42].[F:1][c:2]1[c:3]([CH3:12])[cH:4][c:5]([CH2:8][CH2:9][CH2:10][OH:11])[cH:6][cH:7]1.[c:13]1([P:14]([c:15]2[cH:16][cH:17][cH:18][cH:19][cH:20]2)[c:21]2[cH:22][cH:23][cH:24][cH:25][cH:26]2)[cH:27][cH:28][cH:29][cH:30][cH:31]1>>[F:1][c:2]1[c:3]([CH3:12])[cH:4][c:5]([CH2:8][CH2:9][CH2:10][Br:32])[cH:6][cH:7]1. Reactants: [I-] (iodide), C(C)(C)NC(C)C (N,N-diisopropylamine), C(CCC)[Li] (n-butyl lithium), ClC=1C=NC=C(C1)Cl (3,5-dichloropyridine). The solvent is O (Water), C1CCOC1 (THF), C1CCOC1 (THF). Conditions: time 5 minute. The product is ClC=1C(=NC=C(C1)Cl)C (3,5-dichloropicoline). The yield is 91.0%. Reaction SMILES: [CH:1](NC(C)C)(C)C.C([Li])CCC.[Cl:13][C:14]1[CH:15]=[N:16][CH:17]=[C:18]([Cl:20])[CH:19]=1.[I-]>C1COCC1.O>[Cl:13][C:14]1[C:15]([CH3:1])=[N:16][CH:17]=[C:18]([Cl:20])[CH:19]=1. Procedure: N,N-diisopropylamine (65.6 ml) was dissolved in anhydrous THF (150 ml), to which was dropwise added n-butyl lithium (1.54 mols/liter hexane solution, 300 ml) in an argon atmosphere at −78° C., and directly stirred for 5 minutes. An anhydrous THF (600 ml) solution of 3,5-dichloropyridine (63 g) was dropwise added to this, and stirred for 1 hour, and thenmethyl iodide (29.2 ml) was dropwise added thereto, and stirred for further 1.5 hours. Water was added to this to stop the reaction, which was th... Reactants: CC(=CC)[Mg]Br (1-Methyl-1-propenyl magnesium bromide), C(CCC)OC(C1=NC=CC=C1[N+](=O)[O-])OCCCC (2-dibutoxymethyl-3-nitropyridine), [Cl-].[NH4+] (ammonium chloride). Solvent: C(C)(=O)OCC (ethyl acetate), O1CCCC1 (tetrahydrofuran). Conditions: time 8 hour. Product: C(CCC)OC(C=1N=CC=C2C1NC(=C2C)C)OCCCC (7-dibutoxymethyl-2,3-dimethyl-1H-pyrrolo[2,3-c]pyridine). Isolated yield 65.7%. RXN SMILES: [CH3:1][C:2]([Mg]Br)=[CH:3][CH3:4].[CH2:7]([O:11][CH:12]([O:22][CH2:23][CH2:24][CH2:25][CH3:26])[C:13]1[C:18]([N+:19]([O-])=O)=[CH:17][CH:16]=[CH:15][N:14]=1)[CH2:8][CH2:9][CH3:10].[Cl-].[NH4+]>O1CCCC1.C(OCC)(=O)C>[CH2:7]([O:11][CH:12]([O:22][CH2:23][CH2:24][CH2:25][CH3:26])[C:13]1[N:14]=[CH:15][CH:16]=[C:17]2[C:3]([CH3:4])=[C:2]([CH3:1])[NH:19][C:18]=12)[CH2:8][CH2:9][CH3:10] |f:2.3|. Reported procedure: 1-Methyl-1-propenyl magnesium bromide (0.5M in tetrahydrofuran solution, 243 ml, 121 mmol) was slowly added at −78° C. to a solution of 2-dibutoxymethyl-3-nitropyridine (11.53 g, 40 mmol) prepared in Step 2 in tetrahydrofuran (100 ml). The reaction mixture was stirred overnight and a saturated ammonium chloride solution (50 ml) was added thereto. The reaction mixture was diluted with ethyl acetate (100 ml), washed with water, dried on anhydrous magnesium sulfate, and then concentrated under redu... Starting materials: C(C1=CC=CC=C1)N1C2CN(CC2CC1)C (2-benzyl-7-methyl-2,7-diazabicyclo[3.3.0]octane). The reagents and catalysts are [Pd] (palladium). The solvent is C(C)O (ethanol). Product: CN1CC2CCNC2C1 (7-Methyl-2,7-diazabicyclo[3.3.0]octane). As a reaction SMILES: C([N:8]1[CH2:15][CH2:14][CH:13]2[CH:9]1[CH2:10][N:11]([CH3:16])[CH2:12]2)C1C=CC=CC=1>C(O)C.[Pd]>[CH3:16][N:11]1[CH2:10][CH:9]2[CH:13]([CH2:14][CH2:15][NH:8]2)[CH2:12]1. Reported procedure: 10.3 g (47.6 mmol) of 2-benzyl-7-methyl-2,7-diazabicyclo[3.3.0]octane in 200 ml of ethanol are hydrogenated on 2.5 g of palladium/active carbon (10% Pd) at 100° C. and 100 bar. The catalyst is filtered off with suction, the filtrate is concentrated, and the residue is distilled.